Dataset: the Open Reaction Database (ORD), a public repository of structured organic reaction records. Task: describe an organic reaction: reactants, conditions, products, and yield Reactants: alcohol, N1=CC=CC2=C(C=CC=C12)C(C)O (1-quinolin-5-yl-ethanol), S(=O)(Cl)Cl (thionyl chloride). The solvent is C(Cl)(Cl)Cl (chloroform). Reaction conditions: temperature 0 celsius. Product: ClC(C)C1=C2C=CC=NC2=CC=C1 (5-(1-chloro-ethyl)-quinoline). RXN SMILES: [N:1]1[C:10]2[C:5](=[C:6]([CH:11](O)[CH3:12])[CH:7]=[CH:8][CH:9]=2)[CH:4]=[CH:3][CH:2]=1.S(Cl)([Cl:16])=O>C(Cl)(Cl)Cl>[Cl:16][CH:11]([C:6]1[CH:7]=[CH:8][CH:9]=[C:10]2[C:5]=1[CH:4]=[CH:3][CH:2]=[N:1]2)[CH3:12]. Procedure: The alcohol, 1-quinolin-5-yl-ethanol (5.0 g, 28.9 mmol) in chloroform was treated with a dropwise addition of thionyl chloride (5.26 mL, 72.1 mmol) at rt. After 1 h the mixture was cooled to 0° C. and carefully quenched with a sat. solution of NaHCO3 followed by 2M NaOH until the pH was >8. The aqueous layer was extracted with chloroform and the organic fractions were combined, dried over MgSO4, filtered, and freed of solvent. The residue was purified by chromatography on SiO2 eluting with 30% e... Starting materials: NC1=NC(=NC=C1)CSCCN1C(C=2C(C1=O)=CC=CC2)=O (4-amino-2-[(2-phthalimidoethyl)thiomethyl]pyrimidine), FC(CN=C=S)(F)F (2,2,2-trifluoroethylisothiocyanate). Solvent: C(C)#N (acetonitrile). Conditions: time 72 hour. The product is FC(CNC(NC1=NC(=NC=C1)CSCCN1C(C=2C(C1=O)=CC=CC2)=O)=S)(F)F (4-[3-(2,2,2-trifluoroethyl)thioureido]-2-[(2-phthalimidoethyl)thiomethyl]pyrimidine). Yield: 62.6%. As a reaction SMILES: [NH2:1][C:2]1[CH:7]=[CH:6][N:5]=[C:4]([CH2:8][S:9][CH2:10][CH2:11][N:12]2[C:16](=[O:17])[C:15]3=[CH:18][CH:19]=[CH:20][CH:21]=[C:14]3[C:13]2=[O:22])[N:3]=1.[F:23][C:24]([F:30])([F:29])[CH2:25][N:26]=[C:27]=[S:28]>C(#N)C>[F:23][C:24]([F:30])([F:29])[CH2:25][NH:26][C:27](=[S:28])[NH:1][C:2]1[CH:7]=[CH:6][N:5]=[C:4]([CH2:8][S:9][CH2:10][CH2:11][N:12]2[C:13](=[O:22])[C:14]3=[CH:21][CH:20]=[CH:19][CH:18]=[C:15]3[C:16]2=[O:17])[N:3]=1. Reported procedure: A mixture of 4-amino-2-[(2-phthalimidoethyl)thiomethyl]pyrimidine (5.9 g.), 2,2,2-trifluoroethylisothiocyanate (3.9 g.) and acetonitrile (20 ml.) was stirred at 70° for 72 hours. The reaction mixture was cooled and the crystalline precipitate collected to give 4-[3-(2,2,2-trifluoroethyl)thioureido]-2-[(2-phthalimidoethyl)thiomethyl]pyrimidine (5.35 g.), m.p. 178°-179°. Starting materials: (3-exo)-tert-butyl 3-(1-(4-(methylsulfonyl)phenyl)-2-oxo-1,2-dihydropyridin-4-yloxy)-8-azabicyclo[3.2.1]octane-8-carboxylate, FC(C(C)O)(F)F (1,1,1-trifluoro-2-propanol), CS(=O)(=O)C1=CC=C(C=C1)N1C(C=C(C=C1)OC1CCN(CC1)C(=O)OC(C)(C)C)=O (tert-butyl 4-(1-(4-(methylsulfonyl)phenyl)-2-oxo-1,2-dihydropyridin-4-yloxy)piperidine-1-carboxylate), FC(CO)(F)F (2,2,2-trifluoroethanol). Yields the product CS(=O)(=O)C1=CC=C(C=C1)N1C(C=C(C=C1)OC1C[C@H]2CC[C@H](C1)N2C(=O)OCC(F)(F)F)=O ((1R,5R)-2,2,2-trifluoroethyl 3-(1-(4-(methylsulfonyl)phenyl)-2-oxo-1,2-dihydropyridin-4-yloxy)-8-azabicyclo[3.2.1]octane-8-carboxylate). As a reaction SMILES: [CH3:1][S:2]([C:5]1[CH:10]=[CH:9][C:8]([N:11]2[CH:16]=[CH:15][C:14]([O:17][CH:18]3[CH2:23][CH2:22][N:21]([C:24]([O:26]C(C)(C)C)=O)[CH2:20][CH2:19]3)=[CH:13][C:12]2=[O:31])=[CH:7][CH:6]=1)(=[O:4])=[O:3].[F:32][C:33]([F:37])([F:36])[CH2:34][OH:35].F[C:39](F)(F)[CH:40](O)C>>[CH3:1][S:2]([C:5]1[CH:10]=[CH:9][C:8]([N:11]2[CH:16]=[CH:15][C:14]([O:17][CH:18]3[CH2:19][C@@H:20]4[N:21]([C:24]([O:35][CH2:34][C:33]([F:37])([F:36])[F:32])=[O:26])[C@H:22]([CH2:39][CH2:40]4)[CH2:23]3)=[CH:13][C:12]2=[O:31])=[CH:7][CH:6]=1)(=[O:3])=[O:4]. Reported procedure: Example 112 was prepared according to procedures described in Example 2 substituting (3-exo)-tert-butyl 3-(1-(4-(methylsulfonyl)phenyl)-2-oxo-1,2-dihydropyridin-4-yloxy)-8-azabicyclo[3.2.1]octane-8-carboxylate (Example 25) for tert-butyl 4-(1-(4-(methylsulfonyl)phenyl)-2-oxo-1,2-dihydropyridin-4-yloxy)piperidine-1-carboxylate at Step A and 2,2,2-trifluoroethanol for 1,1,1-trifluoro-2-propanol at Step B. 1H NMR (500 MHz, CDCl3) δ 8.08 (d, J=8.80 Hz, 2 H), 7.61 (d, J=8.80 Hz, 2 H), 7.20-7.32 (m, 1... The reactants are II (iodine), C(=O)N1CCOCC1 (N-formylmorpholine), Cl (hydrochloric acid), [Mg] (magnesium), ClCC(C)(C1=CC=CC=C1)C (1-chloro-2-methyl-2-phenylpropane). Solvent: O1CCCC1 (tetrahydrofuran), O1CCCC1 (tetrahydrofuran). Run at temperature 0 celsius. The product is CC(CC=O)(C1=CC=CC=C1)C (3,3-dimethyl-3-phenylpropionaldehyde). Yield: 62.0%. Reaction SMILES: [Mg].Cl[CH2:3][C:4]([CH3:12])([C:6]1[CH:11]=[CH:10][CH:9]=[CH:8][CH:7]=1)[CH3:5].II.[CH:15](N1CCOCC1)=[O:16].Cl>O1CCCC1>[CH3:5][C:4]([CH3:12])([C:6]1[CH:11]=[CH:10][CH:9]=[CH:8][CH:7]=1)[CH2:3][CH:15]=[O:16]. Procedure details: A mixture of magnesium (4.48 g, 187 mmol), 1-chloro-2-methyl-2-phenylpropane (30.0 g, 179 mmol), a small amount of iodine and tetrahydrofuran (100 ml) was stirred at 70° C. for 2.5 hours. Then, the reaction mixture was cooled to 0° C., followed by adding dropwise thereto a solution of N-formylmorpholine (24.6 g, 214 mmol) in tetrahydrofuran (45 ml), and the resulting mixture was stirred at room temperature for 2 hours. Subsequently, the reaction mixture was re-cooled to 0° C. and 3N hydrochloric... The reactants are C, CCO, COc1ccc(C2=CC(=O)CC2)cc1, [H][H], [Pd]. Product: COc1ccc(C2CCC(=O)C2)cc1. Reaction SMILES: [C:20].[CH3:17][CH2:18][OH:19].[CH3:1][O:2][c:3]1[cH:4][cH:5][c:6]([C:9]2=[CH:10][C:11](=[O:14])[CH2:12][CH2:13]2)[cH:7][cH:8]1.[H:15][H:16].[Pd:21]>>[CH3:1][O:2][c:3]1[cH:4][cH:5][c:6]([CH:9]2[CH2:10][C:11](=[O:14])[CH2:12][CH2:13]2)[cH:7][cH:8]1.